Dataset: the Open Reaction Database (ORD), a public repository of structured organic reaction records. Task: describe an organic reaction: reactants, conditions, products, and yield Reactants: FC1=C(C#N)C=CC(=C1)N1C2=CC=CC=C2C=2C(=CC=CC12)C1=NC2=C(N1)C=C(C=C2)F (2-fluoro-4-[4-(6-fluoro-1H-benzimidazol-2-yl)-9H-carbazol-9-yl]benzonitrile), aqueous solution, [OH-].[Na+] (sodium hydroxide), aqueous solution, OO (hydrogen peroxide), C([O-])([O-])=O.[K+].[K+] (potassium carbonate), NCC=1C=NC=CC1 (3-(aminomethyl)pyridine). Solvent: C(C)O (ethanol), CS(=O)C (dimethyl sulphoxide). The product is FC=1C=CC2=C(NC(=N2)C2=CC=CC=3N(C4=CC=CC=C4C23)C2=CC(=C(C(=O)N)C=C2)NCC=2C=NC=CC2)C1 (4-[4-(6-fluoro-1H-benzimidazol-2-yl)-9H-carbazol-9-yl]-2-[(pyridin-3-ylmethyl)amino]benzamide). As a reaction SMILES: F[C:2]1[CH:9]=[C:8]([N:10]2[C:22]3[CH:21]=[CH:20][CH:19]=[C:18]([C:23]4[NH:27][C:26]5[CH:28]=[C:29]([F:32])[CH:30]=[CH:31][C:25]=5[N:24]=4)[C:17]=3[C:16]3[C:11]2=[CH:12][CH:13]=[CH:14][CH:15]=3)[CH:7]=[CH:6][C:3]=1[C:4]#[N:5].C(=O)([O-])[O-].[K+].[K+].[NH2:39][CH2:40][C:41]1[CH:42]=[N:43][CH:44]=[CH:45][CH:46]=1.[OH-:47].[Na+].OO>CS(C)=O.C(O)C>[F:32][C:29]1[CH:30]=[CH:31][C:25]2[N:24]=[C:23]([C:18]3[C:17]4[C:16]5[C:11](=[CH:12][CH:13]=[CH:14][CH:15]=5)[N:10]([C:8]5[CH:7]=[CH:6][C:3]([C:4]([NH2:5])=[O:47])=[C:2]([NH:39][CH2:40][C:41]6[CH:42]=[N:43][CH:44]=[CH:45][CH:46]=6)[CH:9]=5)[C:22]=4[CH:21]=[CH:20][CH:19]=3)[NH:27][C:26]=2[CH:28]=1 |f:1.2.3,5.6|. Reported procedure: The process is carried out as in stage 3 of Example 3, but using 168.2 mg of 2-fluoro-4-[4-(6-fluoro-1H-benzimidazol-2-yl)-9H-carbazol-9-yl]benzonitrile, obtained according to stage 2 of Example 3, 166 mg of potassium carbonate and 346 mg of 3-(aminomethyl)pyridine in 1.7 ml of dimethyl sulphoxide, in a microwave for 1 hour and 30 minutes at 115° C. 0.76 ml of a 1M aqueous solution of sodium hydroxide, 0.735 ml of a 30% aqueous solution of hydrogen peroxide and 4 ml of ethanol are then added to ...